Dataset: the Open Reaction Database (ORD), a public repository of structured organic reaction records. Task: describe an organic reaction: reactants, conditions, products, and yield The reactants are C(C)OC(=O)C1=CC2=C(S1)C=C(C(=C2Cl)OC)OC (4-Chloro-5,6-dimethoxy-benzo[b]thiophene-2-carboxylic acid ethyl ester), O (water), C([O-])([O-])=O.[K+].[K+] (potassium carbonate), O (water), Cl (hydrochloric acid). Run in CO (methanol). The product is ClC1=C(C(=CC=2SC(=CC21)C(=O)O)OC)OC (4-chloro-5,6-dimethoxy-benzo[b]thiophene-2-carboxylic acid). The yield is 100.2%. Reaction SMILES: C([O:3][C:4]([C:6]1[S:10][C:9]2[CH:11]=[C:12]([O:18][CH3:19])[C:13]([O:16][CH3:17])=[C:14]([Cl:15])[C:8]=2[CH:7]=1)=[O:5])C.O.C(=O)([O-])[O-].[K+].[K+].Cl>CO>[Cl:15][C:14]1[C:8]2[CH:7]=[C:6]([C:4]([OH:5])=[O:3])[S:10][C:9]=2[CH:11]=[C:12]([O:18][CH3:19])[C:13]=1[O:16][CH3:17] |f:2.3.4|. Procedure details: 4-Chloro-5,6-dimethoxy-benzo[b]thiophene-2-carboxylic acid ethyl ester (29.5 g) was suspended in a mixture of methanol (450 ml), water (75 ml) and potassium carbonate (20.4 g) under an atmosphere of nitrogen. The reaction mixture was heated at reflux for 1 hour then cooled and poured into water (2.5 liter) containing hydrochloric acid (5M, 60 ml). The resultant white solid was filtered and dried at 65° C. under vacuum to give 4-chloro-5,6-dimethoxy-benzo[b]thiophene-2-carboxylic acid (26.8 g). A... Starting materials: C#CCCCCN(C(=O)C(=O)OCC)C(C)(C)C, Cl, [K+], C1COCCO1, [OH-], O. Yields the product C#CCCCCN(C(=O)C(=O)O)C(C)(C)C. As a reaction SMILES: [C:1]([CH3:2])([CH3:3])([CH3:4])[N:5]([C:6]([C:7](=[O:8])[O:9][CH2:10][CH3:11])=[O:12])[CH2:13][CH2:14][CH2:15][CH2:16][C:17]#[CH:18].[ClH:21].[K+:20].[O:22]1[CH2:23][CH2:24][O:25][CH2:26][CH2:27]1.[OH-:19].[OH2:28]>>[C:1]([CH3:2])([CH3:3])([CH3:4])[N:5]([C:6]([C:7](=[O:8])[OH:9])=[O:12])[CH2:13][CH2:14][CH2:15][CH2:16][C:17]#[CH:18]. Reactants: CC(C)=O, COC(=O)CC(C)CCOS(C)(=O)=O, [I-], [Na+]. The product is COC(=O)CC(C)CCI. RXN SMILES: [CH3:17][C:18](=[O:19])[CH3:20].[CH3:1][CH:2]([CH2:3][C:4](=[O:5])[O:6][CH3:7])[CH2:8][CH2:9][O:10][S:11]([CH3:12])(=[O:13])=[O:14].[I-:15].[Na+:16]>>[CH3:1][CH:2]([CH2:3][C:4](=[O:5])[O:6][CH3:7])[CH2:8][CH2:9][I:15]. Reactants: O=C(Cl)N1CC(Oc2ccc(C(F)(F)F)cc2Cl)C1, [NH4+], C1CCOC1, [OH-], O. Yields the product NC(=O)N1CC(Oc2ccc(C(F)(F)F)cc2Cl)C1. As a reaction SMILES: [Cl:1][c:2]1[c:3]([O:4][CH:5]2[CH2:6][N:7]([C:9](=[O:10])[Cl:11])[CH2:8]2)[cH:12][cH:13][c:14]([C:16]([F:17])([F:18])[F:19])[cH:15]1.[NH4+:20].[O:22]1[CH2:23][CH2:24][CH2:25][CH2:26]1.[OH-:21].[OH2:27]>>[Cl:1][c:2]1[c:3]([O:4][CH:5]2[CH2:6][N:7]([C:9](=[O:10])[NH2:20])[CH2:8]2)[cH:12][cH:13][c:14]([C:16]([F:17])([F:18])[F:19])[cH:15]1. Run at time 5 minute. Procedure details: To a flame-dried, three-necked 250 mL round bottom flask under argon was added 0.172 g (0.20 mmol) of [bis(methyldiphenylphosphine)](1,5-cyclooctadiene)iridium(1) hexafluorophosphate suspended in 35 mL of freshly distilled peroxide free anhydrous tetrahydrofuran. The flask as evacuated and the argon displaced with hydrogen. The red suspension turned to a colorless solution after 5 minutes. The flask was evacuated, and the hydrogen replaced with argon. (S)-3-allyloxy-4 -hydroxy-5-[(Z)-3-octadecen... As a reaction SMILES: [CH2:1]([O:4][C:5]1[C:6](=[O:29])[O:7][C@@H:8]([CH2:11][CH2:12]/[CH:13]=[CH:14]\[CH2:15][CH2:16][CH2:17][CH2:18][CH2:19][CH2:20][CH2:21][CH2:22][CH2:23][CH2:24][CH2:25][CH2:26][CH2:27][CH3:28])[C:9]=1[OH:10])[CH:2]=[CH2:3]>CO>[OH:10][C:9]1[C@H:8]([CH2:11][CH2:12]/[CH:13]=[CH:14]\[CH2:15][CH2:16][CH2:17][CH2:18][CH2:19][CH2:20][CH2:21][CH2:22][CH2:23][CH2:24][CH2:25][CH2:26][CH2:27][CH3:28])[O:7][C:6](=[O:29])[C:5]=1[O:4]/[CH:1]=[CH:2]/[CH3:3]. Starting materials: [bis(methyldiphenylphosphine)](1,5-cyclooctadiene)iridium(1) hexafluorophosphate, peroxide, C(C=C)OC=1C(O[C@H](C1O)CC\C=C/CCCCCCCCCCCCCC)=O ((S)-3-allyloxy-4 -hydroxy-5-[(Z)-3-octadecenyl]-2(5H)-furanone). Yields the product OC1=C(C(O[C@H]1CC\C=C/CCCCCCCCCCCCCC)=O)O\C=C\C ((S)-4-Hydroxy-5-[(Z)-3-octadeceny1]-3-[(E)-propenyloxy]-2(5H)-furanone). Solvent: CO (CH3OH), peroxide. The reactants are Cl (hydrochloric acid), C(C)OC(C1=CC=C(C=C1)C=C(F)F)OCC (1-diethoxymethyl-4-(2,2-difluorovinyl)benzene). The solvent is CCOCC (ether). Conditions: time 3.75 hour. Product: FC(=CC1=CC=C(C=O)C=C1)F (4-(2,2-Difluorovinyl)benzaldehyde). As a reaction SMILES: Cl.C([O:4][CH:5](OCC)[C:6]1[CH:11]=[CH:10][C:9]([CH:12]=[C:13]([F:15])[F:14])=[CH:8][CH:7]=1)C>CCOCC>[F:14][C:13]([F:15])=[CH:12][C:9]1[CH:10]=[CH:11][C:6]([CH:5]=[O:4])=[CH:7][CH:8]=1. Procedure details: In a nitrogen stream, a 2M hydrochloric acid aqueous solution (2.5 mL) was added to a solution of 1-diethoxymethyl-4-(2,2-difluorovinyl)benzene (998.1 mg, 4.12 mmol) in ether (4 mL) cooled in an ice bath and the reaction mixture was stirred at the same temperature for three minutes and at room temperature for 3.75 hours. The reaction mixture was extracted with ether and the organic layer was washed with a saturated sodium hydrogen carbonate aqueous solution and a saturated sodium chloride aqueou...